This data is from the Open Reaction Database (ORD), a public repository of structured organic reaction records. The task is: describe an organic reaction: reactants, conditions, products, and yield Starting materials: CCO, Cl, CN(C)C=O, N#Cc1ccc2nc(C(=O)Nc3ccccc3)cn2c1. Yields the product Cl, CCOC(=N)c1ccc2nc(C(=O)Nc3ccccc3)cn2c1. RXN SMILES: [CH3:27][CH2:28][OH:29].[ClH:26].[O:21]=[CH:22][N:23]([CH3:24])[CH3:25].[c:1]1([NH:7][C:8](=[O:9])[c:10]2[n:11][c:12]3[n:13]([cH:14][c:15]([C:18]#[N:19])[cH:16][cH:17]3)[cH:20]2)[cH:2][cH:3][cH:4][cH:5][cH:6]1>>[ClH:26].[c:1]1([NH:7][C:8](=[O:9])[c:10]2[n:11][c:12]3[n:13]([cH:14][c:15]([C:18](=[NH:19])[O:29][CH2:28][CH3:27])[cH:16][cH:17]3)[cH:20]2)[cH:2][cH:3][cH:4][cH:5][cH:6]1. The reactants are OC1C=2C=CC(=CC2C(CC1)(C)C)C#CC1=CC=C(C(=O)OCC)C=C1 (ethyl 4-[(5,6,7,8-tetrahydro-5-hydroxy-8,8-dimethylnaphth-2-yl ) ethynyl ]benzoate), OC1C=2C=CC(=CC2C(CC1)(C)C)C#CC1=CC=C(C(=O)OCC)C=C1 (ethyl 4-[(5,6,7,8-tetrahydro-5-hydroxy-8,8-dimethylnaphth-2-yl ) ethynyl ]benzoate), Cl (HCl), [Li+].[OH-] (LiOH). Solvent: C1CCOC1 (THF), CO (methanol), CCOCC.CCOC(=O)C (Et2O EtOAc). The product is OC1C=2C=CC(=CC2C(CC1)(C)C)C#CC1=CC=C(C(=O)O)C=C1 (4-[(5,6,7,8-tetrahydro-5-hydroxy-8,8-dimethylnaphth-2-yl)ethynyl]benzoic acid). As a reaction SMILES: [OH:1][CH:2]1[CH2:11][CH2:10][C:9]([CH3:13])([CH3:12])[C:8]2[CH:7]=[C:6]([C:14]#[C:15][C:16]3[CH:26]=[CH:25][C:19]([C:20]([O:22]CC)=[O:21])=[CH:18][CH:17]=3)[CH:5]=[CH:4][C:3]1=2.[Li+].[OH-].Cl>C1COCC1.CO.CCOCC.CCOC(C)=O>[OH:1][CH:2]1[CH2:11][CH2:10][C:9]([CH3:13])([CH3:12])[C:8]2[CH:7]=[C:6]([C:14]#[C:15][C:16]3[CH:17]=[CH:18][C:19]([C:20]([OH:22])=[O:21])=[CH:25][CH:26]=3)[CH:5]=[CH:4][C:3]1=2 |f:1.2,6.7|. Reported procedure: 110 mg (0.31 mmol) of ethyl 4-[(5,6,7,8-tetrahydro-5-hydroxy-8,8-dimethylnaphth-2-yl )ethynyl]benzoate (Compound 9) in a mixture of THF and methanol was refluxed with 1 ml (1 mmol) of LiOH (1M aqueous solution). Thereafter the mixture was diluted with Et2O:EtOAc (1:1), and acidified with aqueous HCl to pH5. The organic phase was separated, washed (water and brine), dried (MgSO4) to yield the title compound. The reactants are CC(=O)O, C1CCOC1, CCOC(C)=O, Clc1ccc2ccc(C3CC3c3cccc(C4OCCO4)c3)nc2c1. Yields the product O=Cc1cccc(C2CC2c2ccc3ccc(Cl)cc3n2)c1. RXN SMILES: [C:26]([OH:27])(=[O:28])[CH3:29].[CH2:36]1[O:37][CH2:38][CH2:39][CH2:40]1.[CH3:30][CH2:31][O:32][C:33]([CH3:34])=[O:35].[Cl:1][c:2]1[cH:3][cH:4][c:5]2[cH:6][cH:7][c:8]([CH:12]3[CH:13]([c:15]4[cH:16][c:17]([CH:21]5[O:22][CH2:25][CH2:24][O:23]5)[cH:18][cH:19][cH:20]4)[CH2:14]3)[n:9][c:10]2[cH:11]1>>[Cl:1][c:2]1[cH:3][cH:4][c:5]2[cH:6][cH:7][c:8]([CH:12]3[CH:13]([c:15]4[cH:16][c:17]([CH:21]=[O:22])[cH:18][cH:19][cH:20]4)[CH2:14]3)[n:9][c:10]2[cH:11]1. The reactants are CC(C)(C)OC(=O)N1CCC(C(=O)N2CCN(Cc3ccccc3)CC2)CC1, ClCCl, O=C(O)C(F)(F)F. As a reaction SMILES: [CH2:1]([c:2]1[cH:3][cH:4][cH:5][cH:6][cH:7]1)[N:8]1[CH2:9][CH2:10][N:11]([C:14](=[O:15])[CH:16]2[CH2:17][CH2:18][N:19]([C:22]([O:23][C:24]([CH3:25])([CH3:26])[CH3:27])=[O:28])[CH2:20][CH2:21]2)[CH2:12][CH2:13]1.[Cl:36][CH2:37][Cl:38].[OH:29][C:30]([C:31]([F:32])([F:33])[F:34])=[O:35]>>[CH2:1]([c:2]1[cH:3][cH:4][cH:5][cH:6][cH:7]1)[N:8]1[CH2:9][CH2:10][N:11]([C:14](=[O:15])[CH:16]2[CH2:17][CH2:18][NH:19][CH2:20][CH2:21]2)[CH2:12][CH2:13]1. The product is O=C(C1CCNCC1)N1CCN(Cc2ccccc2)CC1. Starting materials: [BH-](OC(=O)C)(OC(=O)C)OC(=O)C.[Na+] (NaBH(OAc)3), C1(CC1)NC(=O)NC1=CC(=C(C=C1)OC1=C2C(=NC=C1)C=C(S2)C2=NC=C(C=C2)C=O)F (1-Cyclopropyl-3-(3-fluoro-4-(2-(5-formylpyridin-2-yl)thieno[3,2-b]pyridin-7-yloxy)phenyl)urea), COC[C@H](C)N ((S)-1-methoxy-2-aminopropane), C(C)(=O)O (acetic acid). Run in C(Cl)Cl (DCM). Reaction conditions: time 8 hour. Yields the product C1(CC1)NC(=O)NC1=CC(=C(C=C1)OC1=C2C(=NC=C1)C=C(S2)C2=NC=C(C=C2)CN[C@H](COC)C)F ((S)-1-cyclopropyl-3-(3-fluoro-4-(2-(5-((1-methoxypropan-2-ylamino)methyl)-pyridin-2-yl)thieno[3,2-b]pyridin-7-yloxy)phenyl)urea). The yield is 46.7%. As a reaction SMILES: [CH:1]1([NH:4][C:5]([NH:7][C:8]2[CH:13]=[CH:12][C:11]([O:14][C:15]3[CH:20]=[CH:19][N:18]=[C:17]4[CH:21]=[C:22]([C:24]5[CH:29]=[CH:28][C:27]([CH:30]=O)=[CH:26][N:25]=5)[S:23][C:16]=34)=[C:10]([F:32])[CH:9]=2)=[O:6])[CH2:3][CH2:2]1.[CH3:33][O:34][CH2:35][C@@H:36]([NH2:38])[CH3:37].C(O)(=O)C.[BH-](OC(C)=O)(OC(C)=O)OC(C)=O.[Na+]>C(Cl)Cl>[CH:1]1([NH:4][C:5]([NH:7][C:8]2[CH:13]=[CH:12][C:11]([O:14][C:15]3[CH:20]=[CH:19][N:18]=[C:17]4[CH:21]=[C:22]([C:24]5[CH:29]=[CH:28][C:27]([CH2:30][NH:38][C@@H:36]([CH3:37])[CH2:35][O:34][CH3:33])=[CH:26][N:25]=5)[S:23][C:16]=34)=[C:10]([F:32])[CH:9]=2)=[O:6])[CH2:3][CH2:2]1 |f:3.4|. Reported procedure: To a stirred suspension of carbaldehyde 321 (336 mg, 0.749 mmol), (S)-1-methoxy-2-aminopropane (200 mg, 2.248 mmol) and acetic acid (68 mg, 1.124 mmol) in DCM (20 ml) at rt under nitrogen was added NaBH(OAc)3 (418 mg, 1.873 mmol). The reaction mixture was stirred at rt overnight and quenched with a solution of 10% HCl. The layers were separated; the aqueous layer was collected, washed twice with DCM and basified with 4N NaOH (pH 12) to form a suspension that was stirred for 30 min. The solid was... The reactants are C(C)(=O)OC=1C(=C(C2=C(CCC(O2)(O)C)C1C)C)C (rac-3,4-dihydro-6-acetyloxy-2,5,7,8-tetramethyl-2H-1-benzopyran-2-ol), 4A, Cl (HCl). Solvent: CCOCC (ether). Yields the product C(C)(=O)OC=1C(=C(C2=C(CCC(O2)(C)Cl)C1C)C)C (rac-2-chloro-3,4-dihydro-2,5,7,8-tetramethyl-2H-1-benzopyran-6-ol acetate). Yield: 40.2%. Reaction SMILES: [C:1]([O:4][C:5]1[C:6]([CH3:19])=[C:7]([CH3:18])[C:8]2[O:13][C:12]([CH3:15])(O)[CH2:11][CH2:10][C:9]=2[C:16]=1[CH3:17])(=[O:3])[CH3:2].[ClH:20]>CCOCC>[C:1]([O:4][C:5]1[C:6]([CH3:19])=[C:7]([CH3:18])[C:8]2[O:13][C:12]([Cl:20])([CH3:15])[CH2:11][CH2:10][C:9]=2[C:16]=1[CH3:17])(=[O:3])[CH3:2]. Reported procedure: A mixture of 10 g (37.9 mmol) of rac-3,4-dihydro-6-acetyloxy-2,5,7,8-tetramethyl-2H-1-benzopyran-2-ol and 10 g of 4A molecular sieves in 200 mL of anhydrous ether was stirred with ice-bath cooling while HCl gas was bubbled in for 30 min. The mixture was filtered and the filtrate concentrated in vacuo. The residue was taken up in 600 mL of hexane and anhydrous CaCl2 was added. The mixture was stirred for 1 hr then filtered and the filtrate was concentrate in vacuo giving 4.3 g (40.2% yield) of ra... Starting materials: CCCCCC, O, O=[N+]([O-])O, COC(=O)c1cccc(C(=O)OC)c1O, O=S(=O)(O)O. The product is COC(=O)c1cc([N+](=O)[O-])cc(C(=O)OC)c1O. As a reaction SMILES: [CH3:26][CH2:27][CH2:28][CH2:29][CH2:30][CH3:31].[OH2:25].[OH:16][N+:17]([O-:18])=[O:19].[OH:1][c:2]1[c:3]([C:4](=[O:5])[O:6][CH3:7])[cH:8][cH:9][cH:10][c:11]1[C:12](=[O:13])[O:14][CH3:15].[S:20](=[O:21])(=[O:22])([OH:23])[OH:24]>>[OH:1][c:2]1[c:3]([C:4](=[O:5])[O:6][CH3:7])[cH:8][c:9]([N+:17](=[O:16])[O-:18])[cH:10][c:11]1[C:12](=[O:13])[O:14][CH3:15]. Yields the product COC=1C=C(CC2N(CCC3=CC(=C(C=C23)OCC2CC2)OC)CC(=O)NC2CCC3=CC=CC=C23)C=CC1OC (2-[1-(3,4-dimethoxy-benzyl)-7-(cyclopropyl-methoxy)-6-methoxy-3,4-dihydro-1H-isoquinolin-2-yl]-N-(indan-1-yl)-acetamide). Procedure: prepared by reaction of 2-[1-(3,4-dimethoxy-benzyl)-7-hydroxy-6-methoxy-3,4-dihydro-1H-isoquinolin-2-yl]-N-(indan-1-yl)-acetamide with cyclopropyl-methyl bromide RXN SMILES: [CH3:1][O:2][C:3]1[CH:4]=[C:5]([CH:33]=[CH:34][C:35]=1[O:36][CH3:37])[CH2:6][CH:7]1[C:16]2[C:11](=[CH:12][C:13]([O:18][CH3:19])=[C:14]([OH:17])[CH:15]=2)[CH2:10][CH2:9][N:8]1[CH2:20][C:21]([NH:23][CH:24]1[C:32]2[C:27](=[CH:28][CH:29]=[CH:30][CH:31]=2)[CH2:26][CH2:25]1)=[O:22].[CH:38]1([CH2:41]Br)[CH2:40][CH2:39]1>>[CH3:1][O:2][C:3]1[CH:4]=[C:5]([CH:33]=[CH:34][C:35]=1[O:36][CH3:37])[CH2:6][CH:7]1[C:16]2[C:11](=[CH:12][C:13]([O:18][CH3:19])=[C:14]([O:17][CH2:41][CH:38]3[CH2:40][CH2:39]3)[CH:15]=2)[CH2:10][CH2:9][N:8]1[CH2:20][C:21]([NH:23][CH:24]1[C:32]2[C:27](=[CH:28][CH:29]=[CH:30][CH:31]=2)[CH2:26][CH2:25]1)=[O:22]. Reactants: COC=1C=C(CC2N(CCC3=CC(=C(C=C23)O)OC)CC(=O)NC2CCC3=CC=CC=C23)C=CC1OC (2-[1-(3,4-dimethoxy-benzyl)-7-hydroxy-6-methoxy-3,4-dihydro-1H-isoquinolin-2-yl]-N-(indan-1-yl)-acetamide), C1(CC1)CBr (cyclopropyl-methyl bromide). Starting materials: N(=[N+]=[N-])CC(=O)C=1N=CN(C1N=CN(C)C)[C@H]1[C@H]([C@H](O)[C@H](O1)CO)F (4-azidoacetyl-1-(2-deoxy-2-fluoro-β-D-arabinofuranosyl)-5-(dimethylaminomethyleneamino)imidazole), ( 7 ), [H][H] (hydrogen). The reagents and catalysts are [Pd] (palladium black). Solvent: CO (methanol). The product is NCC(=O)C=1N=CN(C1N=CN(C)C)[C@H]1[C@H]([C@H](O)[C@H](O1)CO)F (4-aminoacetyl-1-(2-deoxy-2-fluoro-β-D-arabinofuranosyl)-5-(dimethylaminomethyleneamino)imidazole). The yield is 91.6%. Reaction SMILES: [N:1]([CH2:4][C:5]([C:7]1[N:8]=[CH:9][N:10]([C@@H:17]2[O:22][C@H:21]([CH2:23][OH:24])[C@@H:19]([OH:20])[C@@H:18]2[F:25])[C:11]=1[N:12]=[CH:13][N:14]([CH3:16])[CH3:15])=[O:6])=[N+]=[N-].[H][H]>CO.[Pd]>[NH2:1][CH2:4][C:5]([C:7]1[N:8]=[CH:9][N:10]([C@@H:17]2[O:22][C@H:21]([CH2:23][OH:24])[C@@H:19]([OH:20])[C@@H:18]2[F:25])[C:11]=1[N:12]=[CH:13][N:14]([CH3:16])[CH3:15])=[O:6]. Procedure details: The compound (40) (35 mg) obtained in item (7) above was dissolved in methanol (3.5 ml) and the resulting solution was subjected to catalytical reduction by blowing hydrogen therein in the presence of palladium black as catalyst at room temperature for 30 minutes. The reaction solution was filtered and the filtrate was concentrated. The resulting solid was washed with ethyl acetate to yield the titled compound (41) (29.7 mg) as an insoluble solid. Yield: 92%.